From a dataset of the Open Reaction Database (ORD), a public repository of structured organic reaction records. describe an organic reaction: reactants, conditions, products, and yield Starting materials: BrCC(=O)C1=CC(=C(C(=C1)[N+](=O)[O-])O)O (2-bromo-3',4'-dihydroxy-5'-nitroacetophenone), NC=1SC2=C(N1)C=CC=C2 (2-aminobenzothiazole). Run in C(C)O (ethanol). Yields the product N=1C(=CN2C1SC1=C2C=CC=C1)C1=CC(=C(C(O)=C1)O)[N+](=O)[O-] (5-(imidazo[2,1-b]benzothiazol-2-yl)-3-nitropyrocatechol). RXN SMILES: Br[CH2:2][C:3]([C:5]1[CH:10]=[C:9]([N+:11]([O-:13])=[O:12])[C:8]([OH:14])=[C:7]([OH:15])[CH:6]=1)=O.[NH2:16][C:17]1[S:18][C:19]2[CH:25]=[CH:24][CH:23]=[CH:22][C:20]=2[N:21]=1>C(O)C>[N:16]1[C:3]([C:5]2[CH:6]=[C:7]([OH:15])[C:8]([OH:14])=[C:9]([N+:11]([O-:13])=[O:12])[CH:10]=2)=[CH:2][N:21]2[C:20]3[CH:22]=[CH:23][CH:24]=[CH:25][C:19]=3[S:18][C:17]=12. Reported procedure: A mixture of 1.95 g of 2-bromo-3',4'-dihydroxy-5'-nitroacetophenone, 1.06 g of 2-aminobenzothiazole and 50 ml of ethanol is heated to boiling under reflux for 17 hours. The reaction mixture is then cooled to room temperature, whereupon the crystals are removed by filtration under suction. There is obtained 5-(imidazo[2,1-b]benzothiazol-2-yl)-3-nitropyrocatechol of m.p. 303°-305° (from N,N-dimethylformamide/methanol).